From a dataset of the Open Reaction Database (ORD), a public repository of structured organic reaction records. describe an organic reaction: reactants, conditions, products, and yield The reactants are Cc1cc(-c2n[nH]c3c2CN(C(=O)OC(C)(C)C)CC3)ccc1Cl, O=C([O-])[O-], CCOC(C)=O, ClCC1CO1, [Cs+], [Cs+], CN(C)C=O. Product: Cc1cc(-c2nn(CC3CO3)c3c2CN(C(=O)OC(C)(C)C)CC3)ccc1Cl. As a reaction SMILES: [C:1]([CH3:2])([CH3:3])([CH3:4])[O:5][C:6](=[O:7])[N:8]1[CH2:9][c:10]2[c:11]([nH:14][n:15][c:16]2-[c:17]2[cH:18][c:19]([CH3:24])[c:20]([Cl:23])[cH:21][cH:22]2)[CH2:12][CH2:13]1.[C:30](=[O:31])([O-:32])[O-:33].[CH3:41][CH2:42][O:43][C:44]([CH3:45])=[O:46].[Cl:25][CH2:26][CH:27]1[CH2:28][O:29]1.[Cs+:34].[Cs+:35].[O:36]=[CH:37][N:38]([CH3:39])[CH3:40]>>[C:1]([CH3:2])([CH3:3])([CH3:4])[O:5][C:6](=[O:7])[N:8]1[CH2:9][c:10]2[c:11]([n:14]([CH2:26][CH:27]3[CH2:28][O:29]3)[n:15][c:16]2-[c:17]2[cH:18][c:19]([CH3:24])[c:20]([Cl:23])[cH:21][cH:22]2)[CH2:12][CH2:13]1. Reactants: CCN=C=NCCCN(C)C, CC#N, Cl, O=C(O)c1ccc(F)c2ccccc12, NC(Cc1ccc2c(c1)OC(F)(F)C(F)(F)O2)C(O)c1ccc(F)cc1, O, O, On1nnc2ccccc21. Yields the product O=C(NC(Cc1ccc2c(c1)OC(F)(F)C(F)(F)O2)C(O)c1ccc(F)cc1)c1ccc(F)c2ccccc12. Reaction SMILES: [CH2:42]([N:43]=[C:44]=[N:45][CH2:46][CH2:47][CH2:48][N:49]([CH3:50])[CH3:51])[CH3:52].[CH3:64][C:65]#[N:66].[ClH:41].[F:27][c:28]1[cH:29][cH:30][c:31]([C:38](=[O:39])[OH:40])[c:32]2[cH:33][cH:34][cH:35][cH:36][c:37]12.[NH2:1][CH:2]([CH:3]([OH:4])[c:5]1[cH:6][cH:7][c:8]([F:11])[cH:9][cH:10]1)[CH2:12][c:13]1[cH:14][c:15]2[c:16]([cH:25][cH:26]1)[O:17][C:18]([F:23])([F:24])[C:19]([F:21])([F:22])[O:20]2.[OH2:53].[OH2:67].[OH:54][n:55]1[c:56]2[cH:57][cH:58][cH:59][cH:60][c:61]2[n:62][n:63]1>>[NH:1]([CH:2]([CH:3]([OH:4])[c:5]1[cH:6][cH:7][c:8]([F:11])[cH:9][cH:10]1)[CH2:12][c:13]1[cH:14][c:15]2[c:16]([cH:25][cH:26]1)[O:17][C:18]([F:23])([F:24])[C:19]([F:21])([F:22])[O:20]2)[C:38]([c:31]1[cH:30][cH:29][c:28]([F:27])[c:37]2[c:32]1[cH:33][cH:34][cH:35][cH:36]2)=[O:39]. The reactants are CCN=C=NCCCN(C)C, CN1CCNCC1, O=C(O)c1ccc(C(=O)Nc2n[nH]c3ccc(Cc4cc(F)cc(F)c4)cc23)c([N+](=O)[O-])c1, CN(C)C=O, On1nnc2ccccc21. The product is CN1CCN(C(=O)c2ccc(C(=O)Nc3n[nH]c4ccc(Cc5cc(F)cc(F)c5)cc34)c([N+](=O)[O-])c2)CC1. RXN SMILES: [CH3:44][CH2:45][N:46]=[C:47]=[N:48][CH2:49][CH2:50][CH2:51][N:52]([CH3:53])[CH3:54].[CH3:55][N:56]1[CH2:57][CH2:58][NH:59][CH2:60][CH2:61]1.[F:1][c:2]1[cH:3][c:4]([CH2:5][c:6]2[cH:7][c:8]3[c:9]([NH:15][C:16](=[O:17])[c:18]4[c:19]([N+:27](=[O:28])[O-:29])[cH:20][c:21]([C:22](=[O:23])[OH:24])[cH:25][cH:26]4)[n:10][nH:11][c:12]3[cH:13][cH:14]2)[cH:30][c:31]([F:33])[cH:32]1.[O:62]=[CH:63][N:64]([CH3:65])[CH3:66].[OH:34][n:35]1[c:36]2[cH:37][cH:38][cH:39][cH:40][c:41]2[n:42][n:43]1>>[F:1][c:2]1[cH:3][c:4]([CH2:5][c:6]2[cH:7][c:8]3[c:9]([NH:15][C:16](=[O:17])[c:18]4[c:19]([N+:27](=[O:28])[O-:29])[cH:20][c:21]([C:22](=[O:24])[N:59]5[CH2:58][CH2:57][N:56]([CH3:55])[CH2:61][CH2:60]5)[cH:25][cH:26]4)[n:10][nH:11][c:12]3[cH:13][cH:14]2)[cH:30][c:31]([F:33])[cH:32]1. Starting materials: OC1=C(C=C(C(=O)O)C=C1[N+](=O)[O-])OC (4-hydroxy-3-methoxy-5-nitrobenzoic acid). Run in Br (hydrobromic acid). The product is OC=1C=C(C(=O)O)C=C(C1O)[N+](=O)[O-] (3,4-dihydroxy-5-nitrobenzoic acid). RXN SMILES: [OH:1][C:2]1[C:10]([N+:11]([O-:13])=[O:12])=[CH:9][C:5]([C:6]([OH:8])=[O:7])=[CH:4][C:3]=1[O:14]C>Br>[OH:14][C:3]1[CH:4]=[C:5]([CH:9]=[C:10]([N+:11]([O-:13])=[O:12])[C:2]=1[OH:1])[C:6]([OH:8])=[O:7]. Procedure details: A solution of 2.6 g of 4-hydroxy-3-methoxy-5-nitrobenzoic acid in 26 ml of constant-boiling hydrobromic acid is heated under reflux for 2 hours. After cooling the solvent is distilled in a water-jet vacuum. The crystalline residue is recrystallized from 50 ml of water at boiling temperature. There is obtained 3,4-dihydroxy-5-nitrobenzoic acid in the form of yellow crystals of m.p. 224°-226°. Starting materials: C(C)(=O)C1=CC=C(C=C1)N1C[C@H](CC1)N[C@H](C)C1=CC=CC2=CC=CC=C12 ((S)-1-(4-acetylphenyl)pyrrolidin-3-yl-[(R)-1-(naphthalen-1-yl)ethyl]amine), COC=1C=C(C=CC1)[C@@H](C)NC1CN(CC1)C(=O)OC(C)(C)C (tert-butyl 3-[(R)-1-(3-methoxyphenyl)ethylamino]pyrrolidine-1-carboxylate), solution, Cl (hydrochloric acid). Solvent: C(Cl)(Cl)Cl (chloroform), O1CCOCC1 (dioxane). Run at time 16 hour. Yields the product Cl.Cl.COC=1C=C(C=CC1)[C@@H](C)N[C@H]1CNCC1 ((R)-3-[(R)-1-(3-methoxyphenyl)ethylamino]pyrrolidine dihydrochloride). Reaction SMILES: C(C1C=CC(N2CC[C@H](N[C@@H](C3C4C(=CC=CC=4)C=CC=3)C)C2)=CC=1)(=O)C.[CH3:28][O:29][C:30]1[CH:31]=[C:32]([C@H:36]([NH:38][CH:39]2[CH2:43][CH2:42][N:41](C(OC(C)(C)C)=O)[CH2:40]2)[CH3:37])[CH:33]=[CH:34][CH:35]=1.[ClH:51]>C(Cl)(Cl)Cl.O1CCOCC1>[ClH:51].[ClH:51].[CH3:28][O:29][C:30]1[CH:31]=[C:32]([C@H:36]([NH:38][C@@H:39]2[CH2:43][CH2:42][NH:41][CH2:40]2)[CH3:37])[CH:33]=[CH:34][CH:35]=1 |f:5.6.7|. Procedure: To a solution of 25 g of tert-butyl (S)-3-hydroxypyrrolidine-1-carboxylate and 25.9 g of diisopropylethylamine dissolved in 500 ml of methylene chloride was added dropwise 100 ml of a solution of 49 g of anhydrous trifluoromethanesulfonic acid in methylene chloride at −20° C. or lower. The reaction mixture was stirred for 15 minutes while maintaining it to −20° C., and then, to the mixture was added dropwise 100 ml of a solution of 24.2 g of (R)-1-(3-methoxyphenyl)ethylamine in methylene chlorid...